This data is from the Open Reaction Database (ORD), a public repository of structured organic reaction records. The task is: describe an organic reaction: reactants, conditions, products, and yield Reactants: OC=1C=C(C=CC1)C (3-hydroxytoluene), C1CCC2=NCCCN2CC1 (DBU), C[SiH](C)Cl (dimethylsilyl chloride), C(Cl)Cl (CH2Cl2). Run in CCOC(=O)C (EtOAc). Reaction conditions: time 1.5 hour. Yields the product CC(C)(C)[Si](OC=1C=C(C=CC1)C)(C)C (3-[(1,1-Dimethylethyl)dimethylsilyl]oxytoluene). As a reaction SMILES: [OH:1][C:2]1[CH:3]=[C:4]([CH3:8])[CH:5]=[CH:6][CH:7]=1.[CH2:9]1[CH2:19][CH2:18]N2C(=NCCC2)CC1.[CH3:20][SiH:21](Cl)[CH3:22].[CH2:24](Cl)Cl>CCOC(C)=O>[CH3:18][C:19]([Si:21]([CH3:22])([CH3:20])[O:1][C:2]1[CH:3]=[C:4]([CH3:8])[CH:5]=[CH:6][CH:7]=1)([CH3:9])[CH3:24]. Procedure: To a solution of 3-hydroxytoluene (2 g, 8.5 mmol) in 20 mL of CH2Cl2 is added DBU (3.32 mL, 22.2 mmol) and 1,1-dimethylethyl)dimethylsilyl chloride (3.07 g, 20.34 mmol). After 1.5 hours, the solution is diluted with EtOAc. The organic solution is washed with 1 N HCl, 10% Na2CO3 and saturated NaCl. The organic layer is dried over MgSO4, filtered, and concentrated. The crude product is purified by column chromatography eluting with 5% EtOAc/hexanes to afford the title compound (4.1 g, 18.5 mmol) a... The reactants are [OH-].[Na+] (Sodium hydroxide), OO (hydrogen peroxide), product, Cl.C(C=C)N1C(N(C(C=2NC(=NC12)CC1=CN=CC2=CC(=C(C=C12)OC)OC)=O)C)=O (3-allyl-8-(6,7-dimethoxy-isoquinolin4-ylmethyl)-1-methyl-3,7-dihydro-purine-2,6-dione hydrochloride salt), 9-borabicyclo[2.2.0]nonane, C(C)(C)N(CC)C(C)C (diisopropylethylamine). Solvent: C1CCOC1 (THF). Conditions: temperature 50 celsius. Yields the product COC=1C=C2C(=CN=CC2=CC1OC)CC1=NC=2N(C(N(C(C2N1)=O)C)=O)CCCO (8-(6,7-dimethoxy-isoquinolin4-ylmethyl)-3-(3-hydroxy-propyl)-1-methyl-3,7-dihydro-purine-2,6-dione). RXN SMILES: Cl.[CH2:2]([N:5]1[C:13]2[N:12]=[C:11]([CH2:14][C:15]3[C:24]4[C:19](=[CH:20][C:21]([O:27][CH3:28])=[C:22]([O:25][CH3:26])[CH:23]=4)[CH:18]=[N:17][CH:16]=3)[NH:10][C:9]=2[C:8](=[O:29])[N:7]([CH3:30])[C:6]1=[O:31])[CH:3]=[CH2:4].C(N(C(C)C)CC)(C)C.[OH-:41].[Na+].OO>C1COCC1>[CH3:26][O:25][C:22]1[CH:23]=[C:24]2[C:19](=[CH:20][C:21]=1[O:27][CH3:28])[CH:18]=[N:17][CH:16]=[C:15]2[CH2:14][C:11]1[NH:10][C:9]2[C:8](=[O:29])[N:7]([CH3:30])[C:6](=[O:31])[N:5]([CH2:2][CH2:3][CH2:4][OH:41])[C:13]=2[N:12]=1 |f:0.1,3.4|. Procedure: A suspension of the product of Example 13, 3-allyl-8-(6,7-dimethoxy-isoquinolin4-ylmethyl)-1-methyl-3,7-dihydro-purine-2,6-dione hydrochloride salt (0.760 g, 1.87 mmol), 9-borabicyclo[2.2.0]nonane (0.5M THF solution, 18.7 ml, 9.35 mmol) and diisopropylethylamine (0.33 ml, 1.89 mmol) in THF (9 ml) is heated to reflux for 2.5 hours. Sodium hydroxide (4M aqueous solution, 6 ml) and hydrogen peroxide (27.5%, 3 ml) are added sequentially and the reaction heated at 50° C. for 1.5 hours. After evaporat... Reactants: C(C)N1C=C(C(C2=CC(=C(C=C12)N1CC(NCC1)COC1=CC=CC=C1)F)=O)C(=O)O (1-ethyl-6-fluoro-1,4-dihydro-4-oxo-7-[3-(phenoxymethyl)-1-piperazinyl]-3-quinolinecarboxylic acid), C=O (formaldehyde). The solvent is C(=O)O (formic acid). Yields the product C(C)N1C=C(C(C2=CC(=C(C=C12)N1CC(N(CC1)C)COC1=CC=CC=C1)F)=O)C(=O)O (1-Ethyl-6-fluoro-1,4-dihydro-7-[4-methyl-3-(phenoxy-methyl)-1-piperazinyl]-4-oxo-3-quinolinecarboxylic acid). As a reaction SMILES: [CH2:1]([N:3]1[C:12]2[C:7](=[CH:8][C:9]([F:27])=[C:10]([N:13]3[CH2:18][CH2:17][NH:16][CH:15]([CH2:19][O:20][C:21]4[CH:26]=[CH:25][CH:24]=[CH:23][CH:22]=4)[CH2:14]3)[CH:11]=2)[C:6](=[O:28])[C:5]([C:29]([OH:31])=[O:30])=[CH:4]1)[CH3:2].[CH2:32]=O>C(O)=O>[CH2:1]([N:3]1[C:12]2[C:7](=[CH:8][C:9]([F:27])=[C:10]([N:13]3[CH2:18][CH2:17][N:16]([CH3:32])[CH:15]([CH2:19][O:20][C:21]4[CH:26]=[CH:25][CH:24]=[CH:23][CH:22]=4)[CH2:14]3)[CH:11]=2)[C:6](=[O:28])[C:5]([C:29]([OH:31])=[O:30])=[CH:4]1)[CH3:2]. Procedure details: A 200 mg portion of 1-ethyl-6-fluoro-1,4-dihydro-4-oxo-7-[3-(phenoxymethyl)-1-piperazinyl]-3-quinolinecarboxylic acid was dissolved in a mixture of 0.6 ml of 37% formaldehyde and 0.75 ml of 90% formic acid, heated on a steam bath for 3 hours and then concentrated in vacuo. The residue was dissolved in 5 ml of water and 1N sodium hydroxide was added to pH 7. The resulting solid was collected, washed with water and dried, giving 188 mg of the desired product, mp 202°-204° C. The yield is 92.6%. Product: C(C)(C)(C)OC(NC1(CCC1)C1=CC=C(C=C1)C1=NC(=C(C=C1C1=CC=CC=C1)C#N)O)=O (tert-butyl(1-(4-(5-cyano-6-hydroxy-3-phenylpyridin-2-yl)phenyl)cyclobutyl)carbamate). Conditions: temperature 40 celsius. Starting materials: C(#N)CC(=O)N (2-cyanoacetamide), C(C)(C)(C)OC(NC1(CCC1)C1=CC=C(C=C1)C(\C(=C\N(C)C)\C1=CC=CC=C1)=O)=O ((E)-tert-butyl(1-(4-(3-(dimethylamino)-2-phenylacryloyl)phenyl)cyclobutyl)carbamate), CC(=O)OCC1=C2C=CC=CC2=C(C3=CC=CC=C31)COC(=O)C (acetic), [H-].[Na+] (sodium hydride). Reaction SMILES: [H-].[Na+].[C:3]([CH2:5][C:6]([NH2:8])=[O:7])#[N:4].[C:9]([O:13][C:14](=[O:39])[NH:15][C:16]1([C:20]2[CH:25]=[CH:24][C:23]([C:26](=O)/[C:27](/[C:32]3[CH:37]=[CH:36][CH:35]=[CH:34][CH:33]=3)=[CH:28]/N(C)C)=[CH:22][CH:21]=2)[CH2:19][CH2:18][CH2:17]1)([CH3:12])([CH3:11])[CH3:10].CC(OCC1C2C(=CC=CC=2)C(COC(C)=O)=C2C=1C=CC=C2)=O>CN(C=O)C.CO.O>[C:9]([O:13][C:14](=[O:39])[NH:15][C:16]1([C:20]2[CH:21]=[CH:22][C:23]([C:26]3[C:27]([C:32]4[CH:37]=[CH:36][CH:35]=[CH:34][CH:33]=4)=[CH:28][C:5]([C:3]#[N:4])=[C:6]([OH:7])[N:8]=3)=[CH:24][CH:25]=2)[CH2:17][CH2:18][CH2:19]1)([CH3:12])([CH3:10])[CH3:11] |f:0.1|. Reported procedure: To a suspension of sodium hydride (3.58 g, 0.089 mol) in DMF (150 ml) at 0° C. was added a solution of 2-cyanoacetamide (3.48 g, 0.041 mol) and (E)-tert-butyl(1-(4-(3-(dimethylamino)-2-phenylacryloyl)phenyl)cyclobutyl)carbamate (15 g, 0.0357 mol) in methanol (5.5 ml) and DMF (150 ml). The resulting mixture was heated at 40° C. for 16 h. After cooled down to room temperature, the mixture was added to a solution of acetic (50 ml) in water (300 ml) slowly. The resulting precipitate was filtered and... Solvent: CO (methanol), CN(C)C=O (DMF), O (water), CN(C)C=O (DMF). Starting materials: C=O, CC(C)[N-]C(C)C, [Cl-], [Li+], [Na+], C1CCOC1, CC1C(=O)N2C1CCOC2(C)C, O. The product is CC1(CO)C(=O)N2C1CCOC2(C)C. Reaction SMILES: [CH2:21]=[O:22].[CH:1]([N-:2][CH:3]([CH3:4])[CH3:5])([CH3:6])[CH3:7].[Cl-:24].[Li+:8].[Na+:23].[O:25]1[CH2:26][CH2:27][CH2:28][CH2:29]1.[O:9]=[C:10]1[CH:11]([CH3:20])[CH:12]2[CH2:13][CH2:14][O:15][C:16]([CH3:18])([CH3:19])[N:17]12.[OH2:30]>>[OH:9][CH2:10][C:11]1([CH3:20])[CH:12]2[CH2:13][CH2:14][O:15][C:16]([CH3:18])([CH3:19])[N:17]2[C:21]1=[O:22].